This data is from the Open Reaction Database (ORD), a public repository of structured organic reaction records. The task is: describe an organic reaction: reactants, conditions, products, and yield Starting materials: C(C)(C)(C)OC(=O)N1CC(C1)C(=O)O (1-(tert-butoxycarbonyl)azetidine-3-carboxylic acid), Cl (HCl), O1CCOCC1 (dioxane). Procedure details: To a solution of 1-(tert-butoxycarbonyl)azetidine-3-carboxylic acid (8.00 g, 39.8 mmol) in MeOH (60 mL) was added 4 M HCl in dioxane (60 mL, 240.0 mmol). The mixture was refluxed for 2 hours. The mixture was concentrated to afford INT 1. The solvent is CO (MeOH). RXN SMILES: C(OC([N:8]1[CH2:11][CH:10]([C:12]([OH:14])=[O:13])[CH2:9]1)=O)(C)(C)C.[ClH:15].O1CCOC[CH2:17]1>CO>[ClH:15].[CH3:17][O:14][C:12]([CH:10]1[CH2:9][NH:8][CH2:11]1)=[O:13] |f:4.5|. The product is Cl.COC(=O)C1CNC1 (Azetidine-3-carboxylic acid methyl ester hydrochloride).